This data is from the Open Reaction Database (ORD), a public repository of structured organic reaction records. The task is: describe an organic reaction: reactants, conditions, products, and yield Starting materials: CC(C)(C)OC(=O)NCC(=O)OC1CCC(n2cc(-c3ccc(Oc4ccccc4)cc3)c3c(N)ncnc32)C1, CCOCC, CCOC(C)=O, Cl. Yields the product Cl, NCC(=O)OC1CCC(n2cc(-c3ccc(Oc4ccccc4)cc3)c3c(N)ncnc32)C1. Reaction SMILES: [C:1]([O:2][C:3](=[O:4])[NH:8][CH2:9][C:10](=[O:11])[O:12][CH:13]1[CH2:14][CH:15]([n:18]2[cH:19][c:20](-[c:28]3[cH:29][cH:30][c:31]([O:34][c:35]4[cH:36][cH:37][cH:38][cH:39][cH:40]4)[cH:32][cH:33]3)[c:21]3[c:22]2[n:23][cH:24][n:25][c:26]3[NH2:27])[CH2:16][CH2:17]1)([CH3:5])([CH3:6])[CH3:7].[CH3:42][CH2:43][O:44][CH2:45][CH3:46].[CH3:47][CH2:48][O:49][C:50](=[O:51])[CH3:52].[ClH:41]>>[ClH:41].[NH2:8][CH2:9][C:10](=[O:11])[O:12][CH:13]1[CH2:14][CH:15]([n:18]2[cH:19][c:20](-[c:28]3[cH:29][cH:30][c:31]([O:34][c:35]4[cH:36][cH:37][cH:38][cH:39][cH:40]4)[cH:32][cH:33]3)[c:21]3[c:22]2[n:23][cH:24][n:25][c:26]3[NH2:27])[CH2:16][CH2:17]1. Starting materials: S(=O)(=O)(Cl)Cl (sulfuryl chloride), FC1=C(N)C(=CC=C1)F (2,6-difluoroaniline). The solvent is C(C)(=O)O (acetic acid), C(C)(=O)O (acetic acid). Run at temperature 80 celsius. Yields the product ClC1=CC(=C(N)C(=C1)F)F (4-Chloro-2,6-difluoroaniline). As a reaction SMILES: [F:1][C:2]1[CH:8]=[CH:7][CH:6]=[C:5]([F:9])[C:3]=1[NH2:4].S(Cl)([Cl:13])(=O)=O>C(O)(=O)C>[Cl:13][C:7]1[CH:8]=[C:2]([F:1])[C:3]([NH2:4])=[C:5]([F:9])[CH:6]=1. Reported procedure: 35.5 g of 2,6-difluoroaniline were mixed with 200 ml of concentrated acetic acid, and the mixture was heated to 80° C. 42.4 g of sulfuryl chloride were mixed with approximately the same amount of concentrated acetic acid, and the mixture was added dropwise to the heated solution. The mixture was then heated at reflux for six hours. After cooling, the solution was concentrated under reduced pressure and the residue was stirred with water and pentane. The solid residue was filtered off and washed ...